This data is from the Open Reaction Database (ORD), a public repository of structured organic reaction records. The task is: describe an organic reaction: reactants, conditions, products, and yield Reactants: COC(C1=C(C=C(C(=C1)N)NC)F)=O (5-amino-2-fluoro-4-methylamino-benzoic acid methyl ester), NC=1SC2=C(N1)C=CC(=C2)OC(F)(F)F (2-amino-6-(trifluoromethoxy)benzothiazole), C(=S)(N1C=NC=C1)N1C=NC=C1 (1,1′-thiocarbonyldiimidazole). Run in C(CCl)Cl (EDC). The product is COC(=O)C1=CC2=C(N(C(=N2)NC=2SC3=C(N2)C=CC(=C3)OC(F)(F)F)C)C=C1F (6-Fluoro-1-methyl-2-(6-trifluoromethoxy-benzothiazol-2-ylamino)-1H-benzoimidazole-5-carboxylic acid methyl ester). Yield: 64.7%. RXN SMILES: [CH3:1][O:2][C:3](=[O:14])[C:4]1[CH:9]=[C:8]([NH2:10])[C:7]([NH:11][CH3:12])=[CH:6][C:5]=1[F:13].[NH2:15][C:16]1[S:17][C:18]2[CH:24]=[C:23]([O:25][C:26]([F:29])([F:28])[F:27])[CH:22]=[CH:21][C:19]=2[N:20]=1.[C:30](N1C=CN=C1)(N1C=CN=C1)=S>C(Cl)CCl>[CH3:1][O:2][C:3]([C:4]1[C:5]([F:13])=[CH:6][C:7]2[N:11]([CH3:30])[C:12]([NH:15][C:16]3[S:17][C:18]4[CH:24]=[C:23]([O:25][C:26]([F:29])([F:27])[F:28])[CH:22]=[CH:21][C:19]=4[N:20]=3)=[N:10][C:8]=2[CH:9]=1)=[O:14]. Procedure: 6-Fluoro-1-methyl-2-(6-trifluoromethoxy-benzothiazol-2-ylamino)-1H-benzoimidazole-5-carboxylic acid methyl ester (140 mg) was prepared by following General Procedure D starting from 5-amino-2-fluoro-4-methylamino-benzoic acid methyl ester (115 mg), 2-amino-6-(trifluoromethoxy)benzothiazole (115 mg), 1,1′-thiocarbonyldiimidazole (126 mg), and EDC (153 mg). LC/MS: m/z 441.8.